From a dataset of the Open Reaction Database (ORD), a public repository of structured organic reaction records. describe an organic reaction: reactants, conditions, products, and yield Run in CCO (EtOH). As a reaction SMILES: [C:1]([C:4]1[CH:9]=[CH:8][C:7]([C:10]([F:13])([F:12])[F:11])=[CH:6][C:5]=1[NH:14][S:15]([C:18]([F:21])([F:20])[F:19])(=[O:17])=[O:16])(=O)[CH3:2].Cl.[F:23][C:24]1[CH:29]=[CH:28][C:27]([O:30][NH2:31])=[CH:26][CH:25]=1.CC([O-])=O.[Na+]>CCO>[F:23][C:24]1[CH:29]=[CH:28][C:27]([O:30][N:31]=[C:1]([C:4]2[CH:9]=[CH:8][C:7]([C:10]([F:11])([F:13])[F:12])=[CH:6][C:5]=2[NH:14][S:15]([C:18]([F:21])([F:19])[F:20])(=[O:17])=[O:16])[CH3:2])=[CH:26][CH:25]=1 |f:1.2,3.4|. The reactants are C(C)(=O)C1=C(C=C(C=C1)C(F)(F)F)NS(=O)(=O)C(F)(F)F (N-(2-acetyl-5-trifluoromethylphenyl)trifluoromethanesulfonamide), Cl.FC1=CC=C(C=C1)ON (O-(4-fluorophenyl)hydroxylamine hydrochloride), CC(=O)[O-].[Na+] (NaOAc). Product: FC1=CC=C(ON=C(C)C2=C(C=C(C=C2)C(F)(F)F)NS(=O)(=O)C(F)(F)F)C=C1 (N-{2-[1-(4-fluorophenoxyimino)ethyl]-5-trifluoromethylphenyl}trifluoromethanesulfonamide). Isolated yield 81.0%. Procedure details: A solution of N-(2-acetyl-5-trifluoromethylphenyl)trifluoromethanesulfonamide 35 (280 mg, 0.84 mmol), O-(4-fluorophenyl)hydroxylamine hydrochloride (150 mg, 0.92 mmol) and anhydrous NaOAc (75 mg, 0.92 mmol) in EtOH (15 mL) was stirred for 24 hours at RT. The reaction mixture was concentrated under vacuum, the residue purified by column chromatography (eluting with CH2Cl2/PE; 1:1 to 4:1) and the solvent removed under reduced pressure. Recrystallization from CH2Cl2/PE afforded N-{2-[1-(4-fluorophe...